From a dataset of the Open Reaction Database (ORD), a public repository of structured organic reaction records. describe an organic reaction: reactants, conditions, products, and yield Reactants: [Ca+2], O=C(O)c1c(F)c(F)c(F)c(F)c1C(=O)O, O, O, O, O=S(=O)([O-])[O-]. Yields the product O=C(O)c1cc(F)c(F)c(F)c1F. Reaction SMILES: [Ca+2:25].[F:1][c:2]1[c:3]([C:14](=[O:15])[OH:16])[c:4]([C:5]([OH:6])=[O:7])[c:8]([F:13])[c:9]([F:12])[c:10]1[F:11].[OH2:17].[OH2:18].[OH2:19].[S:20]([O-:21])([O-:22])(=[O:23])=[O:24]>>[F:1][c:2]1[c:3]([C:14](=[O:15])[OH:16])[cH:4][c:8]([F:13])[c:9]([F:12])[c:10]1[F:11]. Reactants: C(C1=CC=CC=C1)(=O)[O-] (benzoate), O.[OH-].[Li+] (lithium hydroxide monohydrate). The solvent is 2/1, C1CCOC1.CO (THF methanol). Run at time 3 hour. Product: C(C1=CC=CC=C1)(=O)O (benzoic acid). Reaction SMILES: [C:1]([O-:9])(=[O:8])[C:2]1[CH:7]=[CH:6][CH:5]=[CH:4][CH:3]=1.O.[OH-].[Li+]>C1COCC1.CO>[C:1]([OH:9])(=[O:8])[C:2]1[CH:7]=[CH:6][CH:5]=[CH:4][CH:3]=1 |f:1.2.3,4.5|. Reported procedure: 0.150 g ethyl trans-4-[4-(E)-2-tert-butoxycarbonylvinyl)cyclohexyl]benzoate (0.42 mmol, 1 eq.) is dissolved in 3 mL of a 2/1 mixture of THF/methanol. At 0° C., 0.07 g of lithium hydroxide monohydrate (1.67 mmol; 4 eq.) is added with stirring. After 3 hours at room temperature, the reaction medium is evaporated and aqueous 6% sulfur dioxide solution is added. The precipitate is filtered off and washed with water to give 0.085 g of trans-4-[4-(E)-2-tert-butoxycarbonylvinyl)cyclohexyl]benzoic acid. Starting materials: CC1=C(C=CC(=C1)C)N=C=O (2,4-dimethylphenylisocyanate), ClC1=CC=C(C(=O)NN)C=C1 (4-chlorobenzoic acid hydrazide). The solvent is C(Cl)Cl (methylenedichloride). Conditions: time 2 hour. Yields the product CC1=C(C=CC(=C1)C)NC(NNC(C1=CC=C(C=C1)Cl)=O)=O (4-(2,4-Dimethylphenyl)-1-(4-chlorobenzoyl)semicarbazide), solid. The yield is 89.0%. RXN SMILES: [CH3:1][C:2]1[CH:7]=[C:6]([CH3:8])[CH:5]=[CH:4][C:3]=1[N:9]=[C:10]=[O:11].[Cl:12][C:13]1[CH:22]=[CH:21][C:16]([C:17]([NH:19][NH2:20])=[O:18])=[CH:15][CH:14]=1>C(Cl)Cl>[CH3:1][C:2]1[CH:7]=[C:6]([CH3:8])[CH:5]=[CH:4][C:3]=1[NH:9][C:10](=[O:11])[NH:20][NH:19][C:17](=[O:18])[C:16]1[CH:15]=[CH:14][C:13]([Cl:12])=[CH:22][CH:21]=1. Reported procedure: The title compound was prepared from a mixture 2,4-dimethylphenylisocyanate (50 mg, 34 mmol) and 4-chlorobenzoic acid hydrazide (63 mg, 37 mmol) in methylenedichloride (10 ml). The mixture was stirred at room temperature for 2 h and the resultant precipitate was collected by filtration and isolated as pale white solid (90 mg, 89%). 1H NMR (DMSO-d6): 10.39 (s, 1H), 8.34 (s, 1H), 8.05 (s, 1H), 7.94 (d, J=6.6 Hz, 1H), 7.57 (d, J=6.6 Hz, 1H), 7.44 (d, J=7.5 Hz, 1H), 6.96 (s, 1H), 6.92 (d, J=7.5 Hz, ...